Dataset: the Open Reaction Database (ORD), a public repository of structured organic reaction records. Task: describe an organic reaction: reactants, conditions, products, and yield The reactants are N1[C@@H](CCC1=O)C(=O)O (L-pyroglutamic acid), CO (methanol), OS(=O)(=O)O (H2SO4), C(=O)(O)[O-].[Na+] (NaHCO3). Solvent: C1CCOC1 (THF). Run at temperature 60 celsius, time 4 hour. Product: COC([C@H]1NC(CC1)=O)=O ((S)-Pyroglutamic Acid Methyl Ester). As a reaction SMILES: [NH:1]1[C:5](=[O:6])[CH2:4][CH2:3][C@H:2]1[C:7]([OH:9])=[O:8].CO.OS(O)(=O)=O.[C:17]([O-])(O)=O.[Na+]>C1COCC1>[CH3:17][O:8][C:7](=[O:9])[C@@H:2]1[CH2:3][CH2:4][C:5](=[O:6])[NH:1]1 |f:3.4|. Procedure: A 500 g sample of L-pyroglutamic acid was added to 2.8 L of anhydrous methanol, 28 mL of H2SO4 was added, and the mixture was stirred for 4 hr at 60° C. The reaction mixture was cooled to room temperature, 262 g of NaHCO3 was added, and the mixture was stirred for an additional 16 hr. The mixture was dried by addition of 314 g of Na2SO4 with stirring for 1 hr, then the mixture was filtered and the solvent was evaporated under vacuum to yield a pale yellow oil. The oil was dissolved in THF, and a... Starting materials: C(CC)(=O)[O-].[Mn+2].C(CC)(=O)[O-] (manganese propionate), C([O-])([O-])=O.[Mn+2] (manganese carbonate), [OH-].[Na+] (sodium hydroxide). Run in C(C)(=O)O (acetic acid). Product: C(C)(=O)[O-].[Mn+2].C(C)(=O)[O-] (Manganese Acetate). Reaction SMILES: [C:1]([O-:5])(=[O:4])[CH2:2]C.[Mn+2:6].[C:7]([O-:11])(=[O:10])[CH2:8]C.C(=O)([O-])[O-].[Mn+2].[OH-].[Na+]>C(O)(=O)C>[C:1]([O-:5])(=[O:4])[CH3:2].[Mn+2:6].[C:7]([O-:11])(=[O:10])[CH3:8] |f:0.1.2,3.4,5.6,8.9.10|. Procedure details: A preparation of manganese propionate is made by combining 114.95 grams of dry manganese carbonate, 300.30 grams of dry acetic acid, and 40.01 grams of sodium hydroxide. The mixture is heated to reflux with constant stirring. Water with some acetic acid is removed by fractional distillation. Heat is increased until the water and about 80 percent of the acetic acid liquid has been removed. Carbon dioxide is released through a vented condenser. The resulting composition of manganese acetate and so... Starting materials: C(C)(C)(C)OC(N(C)[C@@H]1CN(C[C@H]1C1=CC=CC=C1)C(=O)N1CCN(CC1)S(=O)(=O)C)=O (rac-[(3S,4R)-1-(4-methanesulfonyl-piperazine-1-carbonyl)-4-phenyl-pyrrolidin-3-yl]-methyl-carbamic acid tert-butyl ester), C(=O)(C(F)(F)F)O (TFA). The solvent is C(Cl)Cl (CH2Cl2). Yields the product CS(=O)(=O)N1CCN(CC1)C(=O)N1C[C@H]([C@@H](C1)C1=CC=CC=C1)NC (rac-(4-Methanesulfonyl-piperazin-1-yl)-((3S,4R)-3-methylamino-4-phenyl-pyrrolidin-1-yl)-methanone). Yield: 96.9%. As a reaction SMILES: C(O[C:6](=O)[N:7]([C@H:9]1[C@H:13]([C:14]2[CH:19]=[CH:18][CH:17]=[CH:16][CH:15]=2)[CH2:12][N:11]([C:20]([N:22]2[CH2:27][CH2:26][N:25]([S:28]([CH3:31])(=[O:30])=[O:29])[CH2:24][CH2:23]2)=[O:21])[CH2:10]1)C)(C)(C)C.C(O)(C(F)(F)F)=O>C(Cl)Cl>[CH3:31][S:28]([N:25]1[CH2:24][CH2:23][N:22]([C:20]([N:11]2[CH2:12][C@@H:13]([C:14]3[CH:19]=[CH:18][CH:17]=[CH:16][CH:15]=3)[C@H:9]([NH:7][CH3:6])[CH2:10]2)=[O:21])[CH2:27][CH2:26]1)(=[O:30])=[O:29]. Procedure: To a solution of rac-[(3S,4R)-1-(4-methanesulfonyl-piperazine-1-carbonyl)-4-phenyl-pyrrolidin-3-yl]-methyl-carbamic acid tert-butyl ester (640 mg, 1.38 mmol) in CH2Cl2 (10 ml) was added TFA (2 ml) at RT. Stirring was continued over night. The reaction mixture was then concentrated under vacuo, the crude dissolved in CH2Cl2, washed with aq. NaHCO3 and the organic phase dried over Na2SO4. Purification by flash chromatography (SiO2, CH2Cl2/MeOH 95:5) yielded 0.49 g (98%) of the title compound as a ... Starting materials: N1CCNCC1 (Piperazine), ClC1=NC=CC=C1[N+](=O)[O-] (2-chloro-3-nitro-pyridine). The solvent is C(C)#N (acetonitrile), ClCCl (dichloromethane). Run at temperature 85 celsius, time 30 minute. The product is ClC1=NC=CN=C1C#N (2-Chloro-3-Cyano-Pyrazine). Reaction SMILES: [NH:1]1CCNCC1.[Cl:7][C:8]1[C:13]([N+:14]([O-])=O)=[CH:12][CH:11]=[CH:10][N:9]=1>C(#N)C.ClCCl>[Cl:7][C:8]1[C:13]([C:12]#[N:1])=[N:14][CH:11]=[CH:10][N:9]=1. Reported procedure: Piperazine (1.5 mmol) and 2-chloro-3-nitro-pyridine (1 mmol) were dissolved in acetonitrile (3 mL) and stirred for 30 min at 85° C. The reaction mixture was diluted with dichloromethane and washed with water. The organic layer was isolated, washed with brine, dried over anhydrous Na2SO4 and concentrated in vacuo. The product was purified (SPE column chromatography, silica gel, 0-10% methanol in ethyl acetate). The reactants are COC1=CC2=C(CC(N(CC2)CCCCl)=O)C=C1OC (3-(7,8-dimethoxy-1,3,4,5-tetrahydro-2H-3-benzazepin-2-on-3-yl)-1-chloropropane), C1(=CC=CC=C1)NCCCN (3-phenylamino-propylamine). Solvent: C(C)N(CC)CC (triethylamine). Yields the product COC1=CC2=C(CC(N(CC2)CCCNCCCNC2=CC=CC=C2)=O)C=C1OC (N-[3-(7,8-Dimethoxy-1,3,4,5-tetrahydro-2H-3-benzazepin-2-on-3-yl)-propyl]-3-(phenylamino)-propylamine). As a reaction SMILES: [CH3:1][O:2][C:3]1[C:18]([O:19][CH3:20])=[CH:17][C:6]2[CH2:7][C:8](=[O:16])[N:9]([CH2:12][CH2:13][CH2:14]Cl)[CH2:10][CH2:11][C:5]=2[CH:4]=1.[C:21]1([NH:27][CH2:28][CH2:29][CH2:30][NH2:31])[CH:26]=[CH:25][CH:24]=[CH:23][CH:22]=1>C(N(CC)CC)C>[CH3:1][O:2][C:3]1[C:18]([O:19][CH3:20])=[CH:17][C:6]2[CH2:7][C:8](=[O:16])[N:9]([CH2:12][CH2:13][CH2:14][NH:31][CH2:30][CH2:29][CH2:28][NH:27][C:21]3[CH:26]=[CH:25][CH:24]=[CH:23][CH:22]=3)[CH2:10][CH2:11][C:5]=2[CH:4]=1. Reported procedure: The title compound is prepared from 3-(7,8-dimethoxy-1,3,4,5-tetrahydro-2H-3-benzazepin-2-on-3-yl)-1-chloropropane and 3-phenylamino-propylamine in the presence of triethylamine analogously to Example 1.